describe an organic reaction: reactants, conditions, products, and yield From a dataset of the Open Reaction Database (ORD), a public repository of structured organic reaction records. Product: COC(=O)c1cc(OCc2c(-c3ccc(F)cn3)noc2C)no1. As a reaction SMILES: [CH2:57]1[O:58][CH2:59][CH2:60][CH2:61]1.[CH3:16][O:17][C:18](=[O:19])[c:20]1[cH:21][c:22](=[O:25])[nH:23][o:24]1.[F:1][c:2]1[cH:3][cH:4][c:5](-[c:8]2[n:9][o:10][c:11]([CH3:15])[c:12]2[CH2:13][OH:14])[n:6][cH:7]1.[O:45]=[C:46]([O:47][CH2:48][CH3:49])[N:50]=[N:51][C:52]([O:53][CH2:54][CH3:55])=[O:56].[c:26]1([P:27]([c:28]2[cH:29][cH:30][cH:31][cH:32][cH:33]2)[c:34]2[cH:35][cH:36][cH:37][cH:38][cH:39]2)[cH:40][cH:41][cH:42][cH:43][cH:44]1>>[F:1][c:2]1[cH:3][cH:4][c:5](-[c:8]2[n:9][o:10][c:11]([CH3:15])[c:12]2[CH2:13][O:14][c:22]2[cH:21][c:20]([C:18]([O:17][CH3:16])=[O:19])[o:24][n:23]2)[n:6][cH:7]1. Reactants: C1CCOC1, COC(=O)c1cc(=O)[nH]o1, Cc1onc(-c2ccc(F)cn2)c1CO, CCOC(=O)N=NC(=O)OCC, c1ccc(P(c2ccccc2)c2ccccc2)cc1.